From a dataset of the Open Reaction Database (ORD), a public repository of structured organic reaction records. describe an organic reaction: reactants, conditions, products, and yield The reactants are C1=C(C=C(C=C1C(F)(F)F)O)C(F)(F)F (3,5-ditrifluoromethylphenol), [OH-].[K+] (potassium hydroxide), CN(C=O)C (dimethylformamide), BrC(C(=O)OCC)C (ethyl 2-bromopropionate). The solvent is O (water), C(C)OCC (ethyl ether), O (water). Reaction conditions: temperature 25 celsius, time 15 minute. The product is FC(C=1C=C(OC(C(=O)OCC)C)C=C(C1)C(F)(F)F)(F)F (ethyl 2-[3,5-bis(trifluoromethyl)phenoxy]propionate). The yield is 97.0%. Reaction SMILES: [CH:1]1[C:6]([C:7]([F:10])([F:9])[F:8])=[CH:5][C:4]([OH:11])=[CH:3][C:2]=1[C:12]([F:15])([F:14])[F:13].[OH-].[K+].CN(C)C=O.Br[CH:24]([CH3:30])[C:25]([O:27][CH2:28][CH3:29])=[O:26]>C(OCC)C.O>[F:15][C:12]([F:13])([F:14])[C:2]1[CH:3]=[C:4]([CH:5]=[C:6]([C:7]([F:9])([F:8])[F:10])[CH:1]=1)[O:11][CH:24]([CH3:30])[C:25]([O:27][CH2:28][CH3:29])=[O:26] |f:1.2|. Procedure: To a stirred solution containing 17.3 g (0.075 mole) of 3,5-ditrifluoromethylphenol, 5 g (0.075 mole) of 85% potassium hydroxide, 150 ml of dimethylformamide and 7 ml of water, 14.6 g (0.08 mole) of ethyl 2-bromopropionate was added in one portion. The stirred reaction mixture was heated at 80°-90° C. for 24 hours. After cooling to 25° C., 500 ml of water and 500 ml of ethyl ether were added and stirring was continued for 15 minutes. The separated ether layer was washed with water until neutral ... Reactants: B, COc1ccccc1NC(=O)COc1ccc(Oc2ccnc3cc(OC)c(OC)cc23)cc1, Cl, [Na+], C1CCOC1, C1CCOC1, [OH-]. Product: COc1ccccc1NCCOc1ccc(Oc2ccnc3cc(OC)c(OC)cc23)cc1. Reaction SMILES: [BH3:40].[CH3:1][O:2][c:3]1[c:4]([NH:9][C:10]([CH2:11][O:12][c:13]2[cH:14][cH:15][c:16]([O:19][c:20]3[cH:21][cH:22][n:23][c:24]4[cH:25][c:26]([O:32][CH3:33])[c:27]([O:30][CH3:31])[cH:28][c:29]34)[cH:17][cH:18]2)=[O:34])[cH:5][cH:6][cH:7][cH:8]1.[ClH:41].[Na+:43].[O:35]1[CH2:36][CH2:37][CH2:38][CH2:39]1.[O:44]1[CH2:45][CH2:46][CH2:47][CH2:48]1.[OH-:42]>>[CH3:1][O:2][c:3]1[c:4]([NH:9][CH2:10][CH2:11][O:12][c:13]2[cH:14][cH:15][c:16]([O:19][c:20]3[cH:21][cH:22][n:23][c:24]4[cH:25][c:26]([O:32][CH3:33])[c:27]([O:30][CH3:31])[cH:28][c:29]34)[cH:17][cH:18]2)[cH:5][cH:6][cH:7][cH:8]1. Starting materials: C(=O)(O)[O-].[Na+] (NaHCO3), [O-]S(=O)(=O)[O-].[Na+].[Na+] (Na2SO4), CC1=C2CCC(C2=C(C=C1)C)O (4,7-dimethyl-1-indanol), CC1=C2CCC(C2=C(C=C1)C)=O (4,7-dimethyl-1-indanone), CC1=C2CCC(C2=C(C=C1)C)=O (4,7-dimethyl-1-indanone), [H-].[H-].[H-].[H-].[Li+].[Al+3] (LiAlH4), Cl (HCl), C1(=CC=C(C=C1)S(=O)(=O)O)C (p-toluenesulfonic acid). Solvent: C1CCOC1 (THF), C(C)OCC (ethyl ether). Reaction conditions: temperature -30 celsius, time 30 minute. Product: CC1=C2C=CCC2=C(C=C1)C (4,7-dimethylindene). Yield: 91.9%. RXN SMILES: [CH3:1][C:2]1[CH:10]=[CH:9][C:8]([CH3:11])=[C:7]2[C:3]=1[CH2:4][CH2:5][C:6]2=O.[H-].[H-].[H-].[H-].[Li+].[Al+3].Cl.CC1C=CC(C)=C2C=1CCC2O.C1(C)C=CC(S(O)(=O)=O)=CC=1.C([O-])(O)=O.[Na+].[O-]S([O-])(=O)=O.[Na+].[Na+]>C(OCC)C.C1COCC1>[CH3:1][C:2]1[CH:10]=[CH:9][C:8]([CH3:11])=[C:7]2[C:3]=1[CH:4]=[CH:5][CH2:6]2 |f:1.2.3.4.5.6,10.11,12.13.14|. Procedure: 2.9 g (0.0181 moles) of 4,7-dimethyl-1-indanone (formula XVII) obtained as described above, are slowly added to a suspension of 0.350 g (0.0692 moles) of LiAlH4 in 30 ml of ethyl ether, maintained at −30° C. in an inert atmosphere. The reaction is complete after 30 minutes. Ice and HCl 2N are cautiously added until acidification, the mixture is then extracted with ethyl ether, and the organic phase is subsequently separated and washed until neutrality. It is anhydrified on sodium sulfate and eva... Reactants: C(C)OC([C@H](CC1=CC=C(C=C1)OCC(=O)O)OC)=O ((2S)-3-(4-carboxymethoxy-phenyl)-2-methoxy-propionic acid ethyl ester), COC(C(CC1=CC=CC=C1)N)=O (2-amino-3-phenyl-propionic acid methyl ester), C(C)O[C@H](C(=O)O)CC1=CC=C(C=C1)O[C@H](C)C(NCCC1=CC=C(C=C1)OC1=CC=CC=C1)=O ((2S,1R)-2-ethoxy-3-(4-{1-[2-(4-phenoxy-phenyl)-ethylcarbamoyl]-ethoxy}-phenyl)-propionic acid). Product: CO[C@H](C(=O)O)CC1=CC=C(C=C1)OCC(NC(CC1=CC=CC=C1)C(=O)OC)=O ((2S)-2-methoxy-3-{4-[(1-methoxycarbonyl-2-phenyl-ethylcarbamoyl)-methoxy]-phenyl}-propionic acid). As a reaction SMILES: C([O:3][C:4](=[O:20])[C@@H:5]([O:18][CH3:19])[CH2:6][C:7]1[CH:12]=[CH:11][C:10]([O:13][CH2:14][C:15]([OH:17])=O)=[CH:9][CH:8]=1)C.[CH3:21][O:22][C:23](=[O:33])[CH:24]([NH2:32])[CH2:25][C:26]1[CH:31]=[CH:30][CH:29]=[CH:28][CH:27]=1.C(O[C@@H](CC1C=CC(O[C@@H](C(=O)NCCC2C=CC(OC3C=CC=CC=3)=CC=2)C)=CC=1)C(O)=O)C>>[CH3:19][O:18][C@@H:5]([CH2:6][C:7]1[CH:8]=[CH:9][C:10]([O:13][CH2:14][C:15](=[O:17])[NH:32][CH:24]([C:23]([O:22][CH3:21])=[O:33])[CH2:25][C:26]2[CH:31]=[CH:30][CH:29]=[CH:28][CH:27]=2)=[CH:11][CH:12]=1)[C:4]([OH:3])=[O:20]. Procedure details: The title compound was prepared from (2S)-3-(4-carboxymethoxy-phenyl)-2-methoxy-propionic acid ethyl ester (PREPARATION 3, step 2) and 2-amino-3-phenyl-propionic acid methyl ester via the same procedure used for the preparation of (2S,1R)-2-ethoxy-3-(4-{1-[2-(4-phenoxy-phenyl)-ethylcarbamoyl]-ethoxy}-phenyl)-propionic acid (Example 1, step 3) to produce a colorless oil. MS (ES) for C22H25NO7 [M+H]+: 416. The reactants are F[B-](F)(F)F, CN1CCN(CCc2cnn3ccccc23)C(c2ccc(Br)cc2)C1, C=CC(=O)OC, CC(C)(C)P(C(C)(C)C)C(C)(C)C, C1COCCO1, CN(C1CCCCC1)C1CCCCC1, O=C(C=Cc1ccccc1)C=Cc1ccccc1, O=C(C=Cc1ccccc1)C=Cc1ccccc1, O=C(C=Cc1ccccc1)C=Cc1ccccc1, [Pd], [Pd]. Product: COC(=O)C=Cc1ccc(C2CN(C)CCN2CCc2cnn3ccccc23)cc1. As a reaction SMILES: [B-:46]([F:47])([F:48])([F:49])[F:50].[Br:1][c:2]1[cH:3][cH:4][c:5]([CH:8]2[N:9]([CH2:15][CH2:16][c:17]3[cH:18][n:19][n:20]4[c:21]3[cH:22][cH:23][cH:24][cH:25]4)[CH2:10][CH2:11][N:12]([CH3:14])[CH2:13]2)[cH:6][cH:7]1.[C:26]([CH:27]=[CH2:28])(=[O:29])[O:30][CH3:31].[C:51]([P:52]([C:53]([CH3:54])([CH3:55])[CH3:56])[C:57]([CH3:58])([CH3:59])[CH3:60])([CH3:61])([CH3:62])[CH3:63].[CH2:64]1[O:65][CH2:66][CH2:67][O:68][CH2:69]1.[CH3:32][N:33]([CH:34]1[CH2:35][CH2:36][CH2:37][CH2:38][CH2:39]1)[CH:40]1[CH2:41][CH2:42][CH2:43][CH2:44][CH2:45]1.[O:108]=[C:109]([CH:110]=[CH:111][c:112]1[cH:113][cH:114][cH:115][cH:116][cH:117]1)[CH:118]=[CH:119][c:120]1[cH:121][cH:122][cH:123][cH:124][cH:125]1.[O:72]=[C:73]([CH:74]=[CH:75][c:76]1[cH:77][cH:78][cH:79][cH:80][cH:81]1)[CH:82]=[CH:83][c:84]1[cH:85][cH:86][cH:87][cH:88][cH:89]1.[O:90]=[C:91]([CH:92]=[CH:93][c:94]1[cH:95][cH:96][cH:97][cH:98][cH:99]1)[CH:100]=[CH:101][c:102]1[cH:103][cH:104][cH:105][cH:106][cH:107]1.[Pd:70].[Pd:71]>>[c:2]1([CH:28]=[CH:27][C:26](=[O:29])[O:30][CH3:31])[cH:3][cH:4][c:5]([CH:8]2[N:9]([CH2:15][CH2:16][c:17]3[cH:18][n:19][n:20]4[c:21]3[cH:22][cH:23][cH:24][cH:25]4)[CH2:10][CH2:11][N:12]([CH3:14])[CH2:13]2)[cH:6][cH:7]1. Reported procedure: Under nitrogen atmosphere, 2-methoxy-1-(2,4,6-trihydroxyphenyl)ethanone (60 mg, 303.03 mmol), anhydrous potassium carbonate powder (250.9 g, 1.82 mmol), TBAB (tetrabutyl ammonium bromide, 145.9 mg, 454.52 mmol) and 4-fluorobenzoyl chloride (95.8 mg, 606 mmol) were dissolved in toluene (1200 mL), and refluxed for 6 hours. After cooling, toluene was removed, and then water (500 mL) was added. The aqueous solution was extracted with dichloromethane. The combined organic phase was washed with water ... Reaction SMILES: [CH3:1][O:2][CH2:3][C:4]([C:6]1[C:11]([OH:12])=[CH:10][C:9]([OH:13])=[CH:8][C:7]=1[OH:14])=[O:5].C(=O)([O-])[O-].[K+].[K+].[F:21][C:22]1[CH:30]=[CH:29][C:25]([C:26](Cl)=O)=[CH:24][CH:23]=1>CCCC[N+](CCCC)(CCCC)CCCC.[Br-].C1(C)C=CC=CC=1>[F:21][C:22]1[CH:30]=[CH:29][C:25]([C:26]2[O:14][C:7]3[CH:8]=[C:9]([OH:13])[CH:10]=[C:11]([OH:12])[C:6]=3[C:4](=[O:5])[C:3]=2[O:2][CH3:1])=[CH:24][CH:23]=1 |f:1.2.3,5.6|. Yield: 81.9%. Product: FC1=CC=C(C=C1)C=1OC2=C(C(C1OC)=O)C(=CC(=C2)O)O (2-(4-fluorophenyl)-5,7-dihydroxy-3-methoxy-4H-benzopyran-4-one). Run in C1(=CC=CC=C1)C (toluene). The reactants are COCC(=O)C1=C(C=C(C=C1O)O)O (2-methoxy-1-(2,4,6-trihydroxyphenyl)ethanone), C([O-])([O-])=O.[K+].[K+] (potassium carbonate), FC1=CC=C(C(=O)Cl)C=C1 (4-fluorobenzoyl chloride). The reagents and catalysts are CCCC[N+](CCCC)(CCCC)CCCC.[Br-] (TBAB).